From a dataset of the Open Reaction Database (ORD), a public repository of structured organic reaction records. describe an organic reaction: reactants, conditions, products, and yield The reactants are FC1=C(C=CC(=C1)F)[N+](=O)[O-] (2,4-difluoronitro-benzene), FC1=CC=C(N)C=C1 (4-fluoroaniline). The product is FC=1C=CC(=C(NC2=CC=C(C=C2)F)C1)[N+](=O)[O-] (5-fluoro-N-(4-fluorophenyl)-2-nitroaniline). As a reaction SMILES: F[C:2]1[CH:7]=[C:6]([F:8])[CH:5]=[CH:4][C:3]=1[N+:9]([O-:11])=[O:10].[F:12][C:13]1[CH:19]=[CH:18][C:16]([NH2:17])=[CH:15][CH:14]=1>>[F:8][C:6]1[CH:5]=[CH:4][C:3]([N+:9]([O-:11])=[O:10])=[C:2]([CH:7]=1)[NH:17][C:16]1[CH:18]=[CH:19][C:13]([F:12])=[CH:14][CH:15]=1. Reported procedure: Prepared according to Step D1 in General Procedure D using 2,4-difluoronitro-benzene (2.068 mL, 18.86 mmol) and 4-fluoroaniline (1.811 mL, 18.86 mmol) to give 5-fluoro-N-(4-fluorophenyl)-2-nitroaniline as an orange solid: 1H NMR (400 MHz, DMSO-d6) δ ppm 9.56 (1H, s), 8.24 (1H, dd, J=9.5, 6.2 Hz), 7.36-7.44 (2H, m), 7.25-7.33 (2H, m), 6.67-6.74 (1H, m), 6.64 (1H, dd, J=11.8, 2.6 Hz); LC-MS (ESI) m/z 251.1 [M+H]+. Reactants: C([O-])(O)=O.[Na+] (sodium bicarbonate), Cl/C=C/C(=O)O (Trans-3-chloroacrylic acid), N1=CC(=CC2=CC=CC=C12)C=1C2=C(N3CC(CCC13)N)N=CN=C2N (5-(quinolin-3-yl)-6,7,8,9-tetrahydropyrimido[5,4-b]indolizine-4,8-diamine), Cl.CN(CCCN=C=NCC)C (1-(3-dimethylaminopropyl)-3-ethylcarbodiimide hydrochloride). Run in CN(C)C=O (DMF). Run at time 1 hour. Yields the product NC1=NC=NC2=C1C(=C1CC[C@@H](CN21)NC(\C=C\Cl)=O)C=2C=NC1=CC=CC=C1C2 ((S,E)-N-(4-amino-5-(quinolin-3-yl)-6,7,8,9-tetrahydropyrimido[5,4-b]indolizin-8-yl)-3-chloroacrylamide). Isolated yield 41.4%. Reaction SMILES: [Cl:1]/[CH:2]=[CH:3]/[C:4]([OH:6])=O.[N:7]1[C:16]2[C:11](=[CH:12][CH:13]=[CH:14][CH:15]=2)[CH:10]=[C:9]([C:17]2[C:18]3[C:30]([NH2:31])=[N:29][CH:28]=[N:27][C:19]=3[N:20]3[C:25]=2[CH2:24][CH2:23][CH:22]([NH2:26])[CH2:21]3)[CH:8]=1.Cl.CN(C)CCCN=C=NCC.C(=O)(O)[O-].[Na+]>CN(C=O)C>[NH2:31][C:30]1[C:18]2[C:17]([C:9]3[CH:8]=[N:7][C:16]4[C:11]([CH:10]=3)=[CH:12][CH:13]=[CH:14][CH:15]=4)=[C:25]3[N:20]([C:19]=2[N:27]=[CH:28][N:29]=1)[CH2:21][C@@H:22]([NH:26][C:4](=[O:6])/[CH:3]=[CH:2]/[Cl:1])[CH2:23][CH2:24]3 |f:2.3,4.5|. Procedure details: Trans-3-chloroacrylic acid (399.5 mg) was added to a suspension of 5-(quinolin-3-yl)-6,7,8,9-tetrahydropyrimido[5,4-b]indolizine-4,8-diamine (498.0 mg) obtained in Step 11 of Example 1 in DMF (8 ml) at room temperature. After dissolving, 1-(3-dimethylaminopropyl)-3-ethylcarbodiimide hydrochloride (350.1 mg) was added thereto under ice-cooling, and the mixture was stirred for 1 hour at the same temperature. The reaction mixture was poured into a saturated aqueous sodium bicarbonate solution, foll... Starting materials: CC(=O)OCCc1c([N+](=O)[O-])cc(NC(=O)OC(C)(C)C)c2ccccc12, C1CCOC1. The product is CC(=O)OCCc1c(N)cc(NC(=O)OC(C)(C)C)c2ccccc12. As a reaction SMILES: [C:1]([CH3:2])(=[O:3])[O:4][CH2:5][CH2:6][c:7]1[c:8]([N+:25]([O-:26])=[O:27])[cH:9][c:10]([NH:17][C:18](=[O:19])[O:20][C:21]([CH3:22])([CH3:23])[CH3:24])[c:11]2[cH:12][cH:13][cH:14][cH:15][c:16]12.[CH2:28]1[O:29][CH2:30][CH2:31][CH2:32]1>>[C:1]([CH3:2])(=[O:3])[O:4][CH2:5][CH2:6][c:7]1[c:8]([NH2:25])[cH:9][c:10]([NH:17][C:18](=[O:19])[O:20][C:21]([CH3:22])([CH3:23])[CH3:24])[c:11]2[cH:12][cH:13][cH:14][cH:15][c:16]12. Starting materials: C(C)(C)NC(=O)[C@@H]1CC[C@@H](CC1)NC1=CC(=NC=C1[N+](=O)[O-])OCCOC (cis-N-isopropyl-4-(2-(2-methoxyethoxy)-5-nitropyridin-4-ylamino)cyclohexanecarboxamide), NC=1C(=CC(=NC1)Cl)N[C@H]1CC[C@H](CC1)C(=O)NC(C)C (cis-4-(5-amino-2-chloropyridin-4-ylamino)-N-isopropylcyclohexanecarboxamide). Yields the product NC=1C(=CC(=NC1)OCCOC)N[C@H]1CC[C@H](CC1)C(=O)NC(C)C (cis-4-(5-Amino-2-(2-methoxyethoxy)pyridin-4-ylamino)-N-isopropylcyclohexanecarboxamide). RXN SMILES: [CH:1]([NH:4][C:5]([C@H:7]1[CH2:12][CH2:11][C@@H:10]([NH:13][C:14]2[C:19]([N+:20]([O-])=O)=[CH:18][N:17]=[C:16]([O:23][CH2:24][CH2:25][O:26][CH3:27])[CH:15]=2)[CH2:9][CH2:8]1)=[O:6])([CH3:3])[CH3:2].NC1C(N[C@@H]2CC[C@H](C(NC(C)C)=O)CC2)=CC(Cl)=NC=1>>[NH2:20][C:19]1[C:14]([NH:13][C@@H:10]2[CH2:11][CH2:12][C@H:7]([C:5]([NH:4][CH:1]([CH3:3])[CH3:2])=[O:6])[CH2:8][CH2:9]2)=[CH:15][C:16]([O:23][CH2:24][CH2:25][O:26][CH3:27])=[N:17][CH:18]=1. Procedure details: The title compound was prepared from cis-N-isopropyl-4-(2-(2-methoxyethoxy)-5-nitropyridin-4-ylamino)cyclohexanecarboxamide using a procedure analogous to that used in the preparation of cis-4-(5-amino-2-chloropyridin-4-ylamino)-N-isopropylcyclohexanecarboxamide. Reactants: C(CCC)OCCCC.[Na] (sodium butyloxide), N([C@@H](CC(C)C)C(=O)N[C@@H](CC1=CC=CC=C1)C(=O)O)C(=O)OCC1=CC=CC=C1 (Z-Leu-Phe-OH), butyl oxalyl chloride, C(Cl)(Cl)Cl (CHCl3), N([C@@H](CC(C)C)C(=O)N[C@@H](CC1=CC=CC=C1)C(=O)C(=O)OCC)C(=O)OCC1=CC=CC=C1 (Z-Leu-Phe-CO2Et), butyl oxalyl chloride, enol ester. Run in CO (CH3OH), C(CCC)O (butanol). Yields the product N([C@@H](CC(C)C)C(=O)N[C@@H](CC1=CC=CC=C1)C(=O)C(=O)OCCCC)C(=O)OCC1=CC=CC=C1 (Z-Leu-Phe-CO2Bu). Isolated yield 43.0%. As a reaction SMILES: [NH:1]([C:21]([O:23][CH2:24][C:25]1[CH:30]=[CH:29][CH:28]=[CH:27][CH:26]=1)=[O:22])[C@H:2]([C:7]([NH:9][C@H:10]([C:18]([OH:20])=O)[CH2:11][C:12]1[CH:17]=[CH:16][CH:15]=[CH:14][CH:13]=1)=[O:8])[CH2:3][CH:4]([CH3:6])[CH3:5].N([C:55]([O:57][CH2:58][C:59]1C=CC=[CH:61][CH:60]=1)=[O:56])[C@H](C(N[C@H](C(C(OCC)=O)=O)CC1C=CC=CC=1)=O)CC(C)C.C(OCCCC)CCC.[Na].C(Cl)(Cl)Cl>C(O)CCC.CO>[NH:1]([C:21]([O:23][CH2:24][C:25]1[CH:26]=[CH:27][CH:28]=[CH:29][CH:30]=1)=[O:22])[C@H:2]([C:7]([NH:9][C@H:10]([C:18]([C:55]([O:57][CH2:58][CH2:59][CH2:60][CH3:61])=[O:56])=[O:20])[CH2:11][C:12]1[CH:13]=[CH:14][CH:15]=[CH:16][CH:17]=1)=[O:8])[CH2:3][CH:4]([CH3:6])[CH3:5] |f:2.3,^1:73|. Procedure: This compound was prepared from Z-Leu-Phe-OH and butyl oxalyl chloride in 43% yield by the procedure described for the synthesis of Z-Leu-Phe-CO2Et, except that butyl oxalyl chloride was used in place of ethyl oxalyl chloride and sodium butyloxide in butanol was used for enol ester hydrolysis. Single spot on TLC, Rf =0.54 (CHCl3 :CH3OH=50:1) MS(FAB) m/e=497 (m+1), 1H NMR (CDCl3) ok. The reactants are NC1=C(C(=O)NC2=CC=C(C=C2)Cl)C=CC=C1 (2-amino-N-(4-chlorophenyl)benzamide), Cl.C(C1=CC=NC=C1)(=O)Cl (isonicotinoyl chloride hydrochloride). Yields the product N1=CC=C(C=C1)C(=O)NC1=C(C(=O)NC2=CC=C(C=C2)Cl)C=CC=C1 (2-(4-Pyridylcarbonyl)amino-N-(4-chlorophenyl)benzamide). Isolated yield 90.7%. As a reaction SMILES: [NH2:1][C:2]1[CH:17]=[CH:16][CH:15]=[CH:14][C:3]=1[C:4]([NH:6][C:7]1[CH:12]=[CH:11][C:10]([Cl:13])=[CH:9][CH:8]=1)=[O:5].Cl.[C:19](Cl)(=[O:26])[C:20]1[CH:25]=[CH:24][N:23]=[CH:22][CH:21]=1>>[N:23]1[CH:24]=[CH:25][C:20]([C:19]([NH:1][C:2]2[CH:17]=[CH:16][CH:15]=[CH:14][C:3]=2[C:4]([NH:6][C:7]2[CH:12]=[CH:11][C:10]([Cl:13])=[CH:9][CH:8]=2)=[O:5])=[O:26])=[CH:21][CH:22]=1 |f:1.2|. Procedure: Using the procedure described in Example 93, Part A, 2-amino-N-(4-chlorophenyl)benzamide (5 g, 20.3 mmol) and isonicotinoyl chloride hydrochloride (3.97 g, 22.3 mmol) yielded 6.48 g (91%) of the title compound. Reactants: COC1=CC(=C(C=O)C(=C1)OC)O (4,6-dimethoxy-2-hydroxybenzaldehyde), CC(=O)C1=CC=C(C=C1)OC (4-methoxyacetophenone), Cl (HCl). The solvent is CCOCC (ether). Yields the product C1=CC(=CC=C1C=2C=CC=3C(=CC(=CC3[O+]2)O)O)O.[Cl-].[Cl-] (apigenidin chloride). As a reaction SMILES: C[O:2][C:3]1[CH:10]=[C:9](OC)[C:6]([CH:7]=O)=[C:5]([OH:13])[CH:4]=1.[CH3:14][C:15]([C:17]1[CH:22]=[CH:21][C:20]([O:23]C)=[CH:19][CH:18]=1)=[O:16].[ClH:25]>CCOCC>[CH:18]1[C:17]([C:15]2[CH:14]=[CH:7][C:6]3[C:5]([OH:13])=[CH:4][C:3]([OH:2])=[CH:10][C:9]=3[O+:16]=2)=[CH:22][CH:21]=[C:20]([OH:23])[CH:19]=1.[Cl-:25].[Cl-:25] |f:4.5.6|. Procedure: One method consists, for example, in preparing, in a first step, trimethylapigenidin by condensation of commercially available 4,6-dimethoxy-2-hydroxybenzaldehyde with commercially available 4-methoxyacetophenone at 0° C. in anhydrous ether medium, and saturation with anhydrous HCl in order to obtain, after filtration, an orange-red precipitate of trimethylapigenidin. In a second step, in hydrolysing the trimethylapigenidin obtained in the preceding step to apigenidin chloride, the reaction bein...